Dataset: the Open Reaction Database (ORD), a public repository of structured organic reaction records. Task: describe an organic reaction: reactants, conditions, products, and yield Starting materials: CCc1nc2cc(F)ccc2[n+]([O-])n1, C1CCOC1, [H-], [Na+], OCCCN1CCOCC1, O. Product: CCc1nc2cc(OCCCN3CCOCC3)ccc2[n+]([O-])n1. RXN SMILES: [CH2:18]([CH3:19])[c:20]1[n:21][n+:22]([O-:31])[c:23]2[c:24]([n:25]1)[cH:26][c:27]([F:30])[cH:28][cH:29]2.[CH2:3]1[O:4][CH2:5][CH2:6][CH2:7]1.[H-:2].[Na+:1].[O:8]1[CH2:9][CH2:10][N:11]([CH2:14][CH2:15][CH2:16][OH:17])[CH2:12][CH2:13]1.[OH2:32]>>[O:8]1[CH2:9][CH2:10][N:11]([CH2:14][CH2:15][CH2:16][O:17][c:27]2[cH:26][c:24]3[c:23]([n+:22]([O-:31])[n:21][c:20]([CH2:18][CH3:19])[n:25]3)[cH:29][cH:28]2)[CH2:12][CH2:13]1. Reactants: 7-[2-(6-{4-cyano-phen-1-yl}-3H-imidazo[4,5-b]pyridin-2-yl)-ethyl]-azepan-2-thione, COC1=CC=C(C=C1)C=1C=C2C(=NC1)NC(=N2)CCC2CCCCC(N2)=O (7-{2-[6-(4-methoxy-phenyl)-3H-imidazo[4,5-b]pyridin-2-yl]-ethyl}-azepan-2-one), COC=1C=CC(=CC1)P2(=S)SP(=S)(S2)C=3C=CC(=CC3)OC (Lawesson's reagent), compound A2, COC1=CC=C(C=C1)C=1C=C2C(=NC1)NC(=N2)CCC2CCCCC(N2)=O (7-{2-[6-(4-methoxy-phenyl)-3H-imidazo[4,5-b]pyridin-2-yl]-ethyl}-azepan-2-one). Product: COC1=CC=C(C=C1)C=1C=C2C(=NC1)NC(=N2)CCC2CCCCC(N2)=S (7-{2-[6-(4-Methoxy-phenyl)-3H-imidazo[4,5-b]pyridin-2-yl]-ethyl}-azepane-2-thione). Yield: 83.0%. Reaction SMILES: [CH3:1][O:2][C:3]1[CH:8]=[CH:7][C:6]([C:9]2[CH:10]=[C:11]3[N:17]=[C:16]([CH2:18][CH2:19][CH:20]4[NH:26][C:25](=O)[CH2:24][CH2:23][CH2:22][CH2:21]4)[NH:15][C:12]3=[N:13][CH:14]=2)=[CH:5][CH:4]=1.COC1C=CC(P2(SP(C3C=CC(OC)=CC=3)(=S)S2)=[S:37])=CC=1>>[CH3:1][O:2][C:3]1[CH:8]=[CH:7][C:6]([C:9]2[CH:10]=[C:11]3[N:17]=[C:16]([CH2:18][CH2:19][CH:20]4[NH:26][C:25](=[S:37])[CH2:24][CH2:23][CH2:22][CH2:21]4)[NH:15][C:12]3=[N:13][CH:14]=2)=[CH:5][CH:4]=1. Reported procedure: The title compound is synthesized as described for 7-[2-(6-{4-cyano-phen-1-yl}-3H-imidazo[4,5-b]pyridin-2-yl)-ethyl]-azepan-2-thione (compound A2) from 120 mg of 7-{2-[6-(4-methoxy-phenyl)-3H-imidazo[4,5-b]pyridin-2-yl]-ethyl}-azepan-2-one (compound B3) and 222 mg of Lawesson's reagent. Purification by chromatography on flash silica gel (eluent gradient: dichloromethane/0-10 vol. % ethanol) affords 104 mg of the title compound as a light yellow, waxy solid. ESI-MS: 381.2 (MH+). TLC: Rf=0.64 (dic... Reactants: ice water, ClC=1C=C2NC(C(NC2=CC1Cl)=O)=O (6,7-Dichloro-1,4-dihydro-quinoxaline-2,3-dione), P(Br)(Br)(Br)(Br)Br (phosphorus pentabromide), [NH4+].[OH-] (NH4OH), Br (HBr). Run in [OH-].[Na+] (NaOH). Reaction conditions: temperature 155 celsius. Yields the product BrC1=NC2=CC(=C(C=C2N=C1Br)Cl)Cl (2,3-Dibromo-6,7-dichloroquinoxaline). Isolated yield 94.0%. As a reaction SMILES: [Cl:1][C:2]1[CH:3]=[C:4]2[C:9](=[CH:10][C:11]=1[Cl:12])N[C:7](=O)[C:6](=O)[NH:5]2.P(Br)(Br)(Br)(Br)[Br:16].[BrH:21].[NH4+:22].[OH-]>[OH-].[Na+]>[Br:21][C:7]1[C:6]([Br:16])=[N:5][C:4]2[C:9](=[CH:10][C:11]([Cl:12])=[C:2]([Cl:1])[CH:3]=2)[N:22]=1 |f:3.4,5.6|. Procedure details: 6,7-Dichloro-1,4-dihydro-quinoxaline-2,3-dione (5.39 g, 23.3 mmol) and phosphorus pentabromide (20.1 g, 46.7 mmol) were charged in a 100 mL round-bottom flask equipped with a condenser with an outlet half immerged in 10% NaOH aqueous solution (to absorb HBr generated during the reaction). The reaction was heated at 155° C. using an oil-bath for 2 hours when the formation of HBr ceased. The reaction content was poured into ice-water (100 mL) and basified with NH4OH. After filtration, the solid wa... Reactants: ClC1=C(OC=2C=CC(=C(C(=O)O)C2)[N+](=O)[O-])C=CC(=C1)C(F)(F)F (5-(2-Chloro-4-trifluoromethylphenoxy)-2-nitrobenzoic acid), C(C)(C)(CC(C)(C)C)N (t-octylamine). The solvent is C(OC)COC (glyme). Product: ClC1=C(OC=2C=CC(=C(C(=O)[O-])C2)[N+](=O)[O-])C=CC(=C1)C(F)(F)F.C(C)(C)(CC(C)(C)C)[NH3+] (t-Octylammonium 5-(2-Chloro-4-trifluoromethylphenoxy)-2-nitrobenzoate). The yield is 68.7%. Reaction SMILES: [Cl:1][C:2]1[CH:20]=[C:19]([C:21]([F:24])([F:23])[F:22])[CH:18]=[CH:17][C:3]=1[O:4][C:5]1[CH:6]=[CH:7][C:8]([N+:14]([O-:16])=[O:15])=[C:9]([CH:13]=1)[C:10]([OH:12])=[O:11].[C:25]([NH2:33])([CH2:28][C:29]([CH3:32])([CH3:31])[CH3:30])([CH3:27])[CH3:26]>C(COC)OC>[Cl:1][C:2]1[CH:20]=[C:19]([C:21]([F:22])([F:23])[F:24])[CH:18]=[CH:17][C:3]=1[O:4][C:5]1[CH:6]=[CH:7][C:8]([N+:14]([O-:16])=[O:15])=[C:9]([CH:13]=1)[C:10]([O-:12])=[O:11].[C:25]([NH3+:33])([CH2:28][C:29]([CH3:32])([CH3:31])[CH3:30])([CH3:27])[CH3:26] |f:3.4|. Reported procedure: 5-(2-Chloro-4-trifluoromethylphenoxy)-2-nitrobenzoic acid (3.0 g, 0.0083 mole) is dissolved in glyme (20 ml) and t-octylamine (1.17 g, 0.0091 mole) is added rapidly while stirring. The solvent is removed in vacuo and the residue triturated with petroleum either (bp 30°-60° C.) and dried to give 2.8 g of product, mp 140°-57° C. Reactants: BrC=1C=CC2=C(SC(=C2Cl)C(=O)N2CC(C2)N2CCN(CC2)C(C(F)(F)F)=O)C1 (1-{4-[1-(6-Bromo-3-chloro-benzo[b]thiophene-2-carbonyl)-azetidin-3-yl]-piperazin-1-yl}-2,2,2-trifluoro-ethanone). The solvent is CCN(CC)CC (Et3N), CO (MeOH). Yields the product BrC=1C=CC2=C(SC(=C2Cl)C(=O)N2CC(C2)N2CCNCC2)C1 ((6-Bromo-3-chloro-benzo[b]thiophen-2-yl)-(3-piperazin-1-yl-azetidin-1-yl)-methanone). RXN SMILES: [Br:1][C:2]1[CH:3]=[CH:4][C:5]2[C:9]([Cl:10])=[C:8]([C:11]([N:13]3[CH2:16][CH:15]([N:17]4[CH2:22][CH2:21][N:20](C(=O)C(F)(F)F)[CH2:19][CH2:18]4)[CH2:14]3)=[O:12])[S:7][C:6]=2[CH:29]=1>CCN(CC)CC.CO>[Br:1][C:2]1[CH:3]=[CH:4][C:5]2[C:9]([Cl:10])=[C:8]([C:11]([N:13]3[CH2:16][CH:15]([N:17]4[CH2:22][CH2:21][NH:20][CH2:19][CH2:18]4)[CH2:14]3)=[O:12])[S:7][C:6]=2[CH:29]=1. Procedure: A solution of compound 11b (0.3 g, 0.59 mmol) in Et3N (1 mL) and MeOH (9 mL) was stirred at room temperature for 3 days. It was then concentrated to give compound 11c, which was used in the next reaction without further purification. Starting materials: [H-].[Na+] (Sodium Hydride), BrC1=NNC2=CC=C(C=C12)C1=NNC(=N1)[C@H]1CN(CCC1)C(=O)OC(C)(C)C ((R)-tert-butyl 3-(3-(3-bromo-1H-indazol-5-yl)-1H-1,2,4-triazol-5-yl)piperidine-1-carboxylate), C(C1=CC=CC=C1)(C1=CC=CC=C1)(C1=CC=CC=C1)Cl (Trityl Chloride). The solvent is CN(C)C=O (DMF). Conditions: time 30 minute. The product is BrC1=NN(C2=CC=C(C=C12)C1=NNC(=N1)[C@H]1CN(CCC1)C(=O)OC(C)(C)C)C(C1=CC=CC=C1)(C1=CC=CC=C1)C1=CC=CC=C1 ((R)-tert-butyl 3-(3-(3-bromo-1-trityl-1H-indazol-5-yl)-1H-1,2,4-triazol-5-yl)piperidine-1-carboxylate). As a reaction SMILES: [H-].[Na+].[Br:3][C:4]1[C:12]2[C:7](=[CH:8][CH:9]=[C:10]([C:13]3[N:17]=[C:16]([C@@H:18]4[CH2:23][CH2:22][CH2:21][N:20]([C:24]([O:26][C:27]([CH3:30])([CH3:29])[CH3:28])=[O:25])[CH2:19]4)[NH:15][N:14]=3)[CH:11]=2)[NH:6][N:5]=1.[C:31](Cl)([C:44]1[CH:49]=[CH:48][CH:47]=[CH:46][CH:45]=1)([C:38]1[CH:43]=[CH:42][CH:41]=[CH:40][CH:39]=1)[C:32]1[CH:37]=[CH:36][CH:35]=[CH:34][CH:33]=1>CN(C=O)C>[Br:3][C:4]1[C:12]2[C:7](=[CH:8][CH:9]=[C:10]([C:13]3[N:17]=[C:16]([C@@H:18]4[CH2:23][CH2:22][CH2:21][N:20]([C:24]([O:26][C:27]([CH3:30])([CH3:29])[CH3:28])=[O:25])[CH2:19]4)[NH:15][N:14]=3)[CH:11]=2)[N:6]([C:31]([C:32]2[CH:37]=[CH:36][CH:35]=[CH:34][CH:33]=2)([C:44]2[CH:45]=[CH:46][CH:47]=[CH:48][CH:49]=2)[C:38]2[CH:39]=[CH:40][CH:41]=[CH:42][CH:43]=2)[N:5]=1 |f:0.1|. Procedure: Added Sodium Hydride (100 mg; 2.5 mmol) to a solution of (R)-tert-butyl 3-(3-(3-bromo-1H-indazol-5-yl)-1H-1,2,4-triazol-5-yl)piperidine-1-carboxylate (530 mg, 0.988 mmol) in DMF (5 ml) at 0° C., then stirred for 30 minutes. Trityl Chloride (570 mg, 2.05 mmol) was added, and stirred at room temperature overnight. Added water (100 ml), filtered precipitated solid, washed with water, dried, then chromatographed on silica gel eluting with 30% v/v EtOAc/Hexanes to yield a mixture of mono and dialkyla... Starting materials: C(CCC)[Li] (n-butyllithium), C(C)(C)[N-]C(C)C (diisopropylamide), C(C(C)C)NCC(C)C (diisobutyl amine), CCCC (Butane), C(CCC)[Li] (butyllithium). The solvent is C1CCCCC1 (cyclohexane). Yields the product C(C)(C)[N-]C(C)C.[Li+].C(C(C)C)[N-]CC(C)C (lithium diisopropylamide diisobutylamide). As a reaction SMILES: C([Li:5])CCC.[CH:6]([N-:9][CH:10]([CH3:12])[CH3:11])([CH3:8])[CH3:7].[CH2:13]([NH:17][CH2:18][CH:19]([CH3:21])[CH3:20])[CH:14]([CH3:16])[CH3:15].CCCC>C1CCCCC1>[CH:6]([N-:9][CH:10]([CH3:12])[CH3:11])([CH3:8])[CH3:7].[Li+:5].[CH2:13]([N-:17][CH2:18][CH:19]([CH3:21])[CH3:20])[CH:14]([CH3:16])[CH3:15] |f:5.6.7|. Reported procedure: 1759 g (7.65 moles) of 24.2% n-butyllithium in cyclohexane is added over a 90- minute period to 3.70 diisopropylamide and 3.70 moles diisobutyl amine containing 0.3 moles tert butyl alcohol in a 5-liter three-necked flask under nitrogen. The mixture was stirred at a temperature of 20°-30° C. Butane gas evolved during the reaction through an oil by bubbler. The reaction was complete upon final addition of the butyllithium solution. The solution was polish filtered. The final product was 2.7M lith... Starting materials: Cc1ccccc1, CS(=O)(=O)c1nc2c(Cl)cc(Cl)c(N)c2s1, O=C(Cl)OC(Cl)(Cl)Cl. The product is CS(=O)(=O)c1nc2c(Cl)cc(Cl)c(N=C=O)c2s1. Reaction SMILES: [CH3:25][c:26]1[cH:27][cH:28][cH:29][cH:30][cH:31]1.[NH2:1][c:2]1[c:3]([Cl:16])[cH:4][c:5]([Cl:15])[c:6]2[n:7][c:8]([S:11](=[O:12])(=[O:13])[CH3:14])[s:9][c:10]12.[O:17]=[C:18]([Cl:19])[O:20][C:21]([Cl:22])([Cl:23])[Cl:24]>>[N:1]([c:2]1[c:3]([Cl:16])[cH:4][c:5]([Cl:15])[c:6]2[n:7][c:8]([S:11](=[O:12])(=[O:13])[CH3:14])[s:9][c:10]12)=[C:18]=[O:17].